From a dataset of the Open Reaction Database (ORD), a public repository of structured organic reaction records. describe an organic reaction: reactants, conditions, products, and yield Reactants: C(C)OCC=1N(C2=C(C=NC=3C=C(C=CC23)O)N1)CC(C)(C)O (2-(Ethoxymethyl)-1-(2-hydroxy-2-methylpropyl)-1H-imidazo[4,5-c]quinolin-7-ol), N(=NC(=O)OC(C)C)C(=O)OC(C)C (Diisopropyl azodicarboxylate), C1(=CC=CC=C1)P(C1=CC=CC=C1)C1=CC=CC=C1 (triphenylphosphine), OC1CCN(CC1)C(=O)OC(C)(C)C (tert-butyl 4-hydroxypiperidine-1-carboxylate). Run in C1CCOC1 (THF). Conditions: time 16 hour. Product: C(C)OCC=1N(C2=C(C=NC=3C=C(C=CC23)OC2CCN(CC2)C(=O)OC(C)(C)C)N1)CC(C)(C)O (tert-butyl 4-{[2-(ethoxymethyl)-1-(2-hydroxy-2-methylpropyl)-1H-imidazo[4,5-c]quinolin-7-yl]oxy}piperidine-1-carboxylate). Isolated yield 63.4%. Reaction SMILES: [CH2:1]([O:3][CH2:4][C:5]1[N:6]([CH2:19][C:20]([OH:23])([CH3:22])[CH3:21])[C:7]2[C:16]3[CH:15]=[CH:14][C:13]([OH:17])=[CH:12][C:11]=3[N:10]=[CH:9][C:8]=2[N:18]=1)[CH3:2].C1(P(C2C=CC=CC=2)C2C=CC=CC=2)C=CC=CC=1.O[CH:44]1[CH2:49][CH2:48][N:47]([C:50]([O:52][C:53]([CH3:56])([CH3:55])[CH3:54])=[O:51])[CH2:46][CH2:45]1.N(C(OC(C)C)=O)=NC(OC(C)C)=O>C1COCC1>[CH2:1]([O:3][CH2:4][C:5]1[N:6]([CH2:19][C:20]([OH:23])([CH3:22])[CH3:21])[C:7]2[C:16]3[CH:15]=[CH:14][C:13]([O:17][CH:44]4[CH2:49][CH2:48][N:47]([C:50]([O:52][C:53]([CH3:56])([CH3:55])[CH3:54])=[O:51])[CH2:46][CH2:45]4)=[CH:12][C:11]=3[N:10]=[CH:9][C:8]=2[N:18]=1)[CH3:2]. Procedure: 2-(Ethoxymethyl)-1-(2-hydroxy-2-methylpropyl)-1H-imidazo[4,5-c]quinolin-7-ol (3.31 g, 10.5 mmol), triphenylphosphine (3.43 g, 13.1 mmol) and tert-butyl 4-hydroxypiperidine-1-carboxylate (2.64 g, 13.1 mmol) were slurried in THF (105 mL), and cooled with an ice/water bath. Diisopropyl azodicarboxylate (2.58 mL, 13.1 mmol) was added dropwise. The cooling bath was removed and the reaction was stirred for 16 hours. The solvent was removed under reduced pressure and the residue was purified by chromat... Starting materials: Cc1c(C2SCC(=O)CS2)ncn1Cc1ccccc1, CC(=O)[O-], CO, ClC(Cl)Cl, Cl, NO, [Na+], O. The product is Cc1c(C2SCC(=NO)CS2)ncn1Cc1ccccc1. As a reaction SMILES: [CH2:1]([c:2]1[cH:3][cH:4][cH:5][cH:6][cH:7]1)[n:8]1[cH:9][n:10][c:11]([CH:14]2[S:15][CH2:16][C:17](=[O:20])[CH2:18][S:19]2)[c:12]1[CH3:13].[CH3:22][C:23](=[O:24])[O-:25].[CH3:29][OH:30].[CH:32]([Cl:33])([Cl:34])[Cl:35].[ClH:26].[NH2:27][OH:28].[Na+:21].[OH2:31]>>[CH2:1]([c:2]1[cH:3][cH:4][cH:5][cH:6][cH:7]1)[n:8]1[cH:9][n:10][c:11]([CH:14]2[S:15][CH2:16][C:17](=[N:27][OH:28])[CH2:18][S:19]2)[c:12]1[CH3:13]. Starting materials: CN(C(CC(C=CC(=O)OC)(C1=CC=CC=C1)C1=CC=CC=C1)C)C (methyl 6-dimethylamino-4,4-diphenyl-2-heptenoate). The reagents and catalysts are [Pd] (Pd/C). The solvent is CO (methanol). Conditions: time 18 hour. Product: CN(C(CC(CCC(=O)OC)(C1=CC=CC=C1)C1=CC=CC=C1)C)C (methyl 6-dimethylamino-4,4-diphenyl-heptanoate). Reaction SMILES: [CH3:1][N:2]([CH3:25])[CH:3]([CH3:24])[CH2:4][C:5]([C:18]1[CH:23]=[CH:22][CH:21]=[CH:20][CH:19]=1)([C:12]1[CH:17]=[CH:16][CH:15]=[CH:14][CH:13]=1)[CH:6]=[CH:7][C:8]([O:10][CH3:11])=[O:9]>[Pd].CO>[CH3:25][N:2]([CH3:1])[CH:3]([CH3:24])[CH2:4][C:5]([C:12]1[CH:17]=[CH:16][CH:15]=[CH:14][CH:13]=1)([C:18]1[CH:19]=[CH:20][CH:21]=[CH:22][CH:23]=1)[CH2:6][CH2:7][C:8]([O:10][CH3:11])=[O:9]. Procedure: A mixture of methyl 6-dimethylamino-4,4-diphenyl-2-heptenoate (60 mg), 10% Pd/C (10 mg), and methanol was hydrogenated at room temperature for 18 hours. The mixture was filtered through a short pad of celite, and the filtrate was rotary evaporated to give methyl 6-dimethylamino-4,4-diphenyl-heptanoate, as a crude material which was then dried in vacuo. Reactants: ClC(=O)OC(C)Cl (alpha-chloroethyl chloroformate), CN1CC(=CCC1)C=1OC=C(N1)C (1-methyl-3-(4-methyl-oxazol-2-yl)-1,2,5,6-tetrahydropyridine). The solvent is ClC(C)Cl (dichloroethane). The product is Cl.CC=1N=C(OC1)C=1CNCCC1 (3-(4-methyloxazol-2-yl)-1,2,5,6-tetrahydropyridine hydrochloride). RXN SMILES: [Cl:1]C(OC(Cl)C)=O.C[N:9]1[CH2:14][CH2:13][CH:12]=[C:11]([C:15]2[O:16][CH:17]=[C:18]([CH3:20])[N:19]=2)[CH2:10]1>ClC(Cl)C>[ClH:1].[CH3:20][C:18]1[N:19]=[C:15]([C:11]2[CH2:10][NH:9][CH2:14][CH2:13][CH:12]=2)[O:16][CH:17]=1 |f:3.4|. Procedure: 3.25 g of alpha-chloroethyl chloroformate is added at -5° C. under inert atmosphere to a solution of 3.65 g of [1-methyl-3-(4-methyl-oxazol-2-yl)-1,2,5,6-tetrahydropyridine] in 70 cm3 of dichloroethane, and the mixture is heated under reflux for 2 hours. The solvent is evaporated, the residue is taken up in ether, filtered, the solvent is evaporated, the residue is taken up in 30 cm3 of methanol, heated under reflux for 45 minutes and the solvent is eliminated. After crystallization from ethanol... Reactants: O (water), O.C1(=CC=C(C=C1)S(=O)(=O)O)C (p-toluenesulfonic acid monohydrate), CC(C)=CC (2-methyl-2-butene), CC(=O)C (acetone). Conditions: time 2 hour. Yields the product COC=1C=C(OC/C=C(/C=O)\C)C=CC1 ((E)-4(3-Methoxyphenoxy)-2-methyl-2-buten-1-al). As a reaction SMILES: [CH3:1][C:2](=[CH:4][CH3:5])[CH3:3].[OH2:6].[OH2:7].[C:8]1(C)[CH:13]=[CH:12][C:11](S(O)(=O)=O)=[CH:10][CH:9]=1.C[C:20](C)=[O:21]>>[CH3:20][O:21][C:9]1[CH:10]=[C:11]([CH:12]=[CH:13][CH:8]=1)[O:6][CH2:5]/[CH:4]=[C:2](\[CH3:3])/[CH:1]=[O:7] |f:2.3|. Procedure: A solution of 12.3 g (E)-1,1-diethoxy-4-m-methoxyphenoxy)-2-methyl-2-butene is dissolved in 125 ml acetone and treated with 25 ml water and 2.5 g p-toluenesulfonic acid monohydrate and stirred under nitrogen for 2 hours. The solution is concentrated at room temperature and the two-phase residue extracted with 100 ml benzene. The benzene extract is washed with 25 ml of 10% aqueous potassium carbonate followed by 25 ml water, dried with sodium sulfate and concentrated to yield 0.5 g orange oil whi... The reactants are BrC=1C(N(N=C(C1)OC[C@@H]1[C@H](C1)C1=NC=C(C=C1)C)C)=O (4-bromo-2-methyl-6-(((1S,2S)-2-(5-methylpyridin-2-yl)cyclopropyl)methoxy)pyridazin-3(2H)-one), CC1=NN=C(S1)CNC(OC(C)(C)C)=O (tert-butyl (5-methyl-1,3,4-thiadiazol-2-yl)methylcarbamate), C=1C=CC(=CC1)P(C=2C=CC=CC2)C3=CC=C4C=CC=CC4=C3C5=C6C=CC=CC6=CC=C5P(C=7C=CC=CC7)C=8C=CC=CC8 (BINAP), C(=O)([O-])[O-].[Cs+].[Cs+] (Cs2CO3). The reagents and catalysts are CC(=O)[O-].CC(=O)[O-].[Pd+2] (Pd(OAc)2). Solvent: C1(=CC=CC=C1)C (toluene), CCOC(=O)C (EtOAc). Run at temperature 85 celsius. The product is CC1=NN=C(S1)CN(C(OC(C)(C)C)=O)C=1C(N(N=C(C1)OC[C@@H]1[C@H](C1)C1=NC=C(C=C1)C)C)=O (tert-butyl (5-methyl-1,3,4-thiadiazol-2-yl)methyl(2-methyl-6-(((1S,2S)-2-(5-methyl pyridin-2-yl)cyclopropyl)methoxy)-3-oxo-2,3-dihydropyridazin-4-yl)carbamate). Reaction SMILES: Br[C:2]1[C:3](=[O:21])[N:4]([CH3:20])[N:5]=[C:6]([O:8][CH2:9][C@H:10]2[CH2:12][C@@H:11]2[C:13]2[CH:18]=[CH:17][C:16]([CH3:19])=[CH:15][N:14]=2)[CH:7]=1.[CH3:22][C:23]1[S:27][C:26]([CH2:28][NH:29][C:30](=[O:36])[O:31][C:32]([CH3:35])([CH3:34])[CH3:33])=[N:25][N:24]=1.C1C=CC(P(C2C(C3C(P(C4C=CC=CC=4)C4C=CC=CC=4)=CC=C4C=3C=CC=C4)=C3C(C=CC=C3)=CC=2)C2C=CC=CC=2)=CC=1.C([O-])([O-])=O.[Cs+].[Cs+]>C1(C)C=CC=CC=1.CCOC(C)=O.CC([O-])=O.CC([O-])=O.[Pd+2]>[CH3:22][C:23]1[S:27][C:26]([CH2:28][N:29]([C:2]2[C:3](=[O:21])[N:4]([CH3:20])[N:5]=[C:6]([O:8][CH2:9][C@H:10]3[CH2:12][C@@H:11]3[C:13]3[CH:18]=[CH:17][C:16]([CH3:19])=[CH:15][N:14]=3)[CH:7]=2)[C:30](=[O:36])[O:31][C:32]([CH3:34])([CH3:33])[CH3:35])=[N:25][N:24]=1 |f:3.4.5,8.9.10|. Reported procedure: A mixture of 4-bromo-2-methyl-6-(((1S,2S)-2-(5-methylpyridin-2-yl)cyclopropyl)methoxy)pyridazin-3(2H)-one (5) (90 mg, 0.26 mmol), tert-butyl (5-methyl-1,3,4-thiadiazol-2-yl)methylcarbamate (6) (119 mg, 0.52 mmol), Pd(OAc)2 (9 mg, 0.052 mmol), BINAP (36 mg, 0.057 mmol) and Cs2CO3 (127 mg, 0.39 mmol) in toluene (4 mL) under N2 was heated at 85° C. for 20 h. After cooled to rt, The mixture was diluted with EtOAc (20 mL), washed with H2O and brine, dried over MgSO4, filtered and concentrated in vacu... Starting materials: NC1=C(C#N)C(=C(C(=C1O)F)Br)C (2-amino-5-bromo-4-fluoro-3-hydroxy-6-methylbenzonitrile), C(C)OC(C(=O)OCC)(OCC)OCC (ethyl triethoxyacetate). Solvent: CCCCCC (n-hexane). Reaction conditions: temperature 130 celsius, time 15 hour. Yields the product BrC1=C(C2=C(N=C(O2)C(=O)OCC)C(=C1C)C#N)F (Ethyl 6-bromo-4-cyano-7-fluoro-5-methyl-1,3-benzoxazole-2-carboxylate). The yield is 79.8%. Reaction SMILES: [NH2:1][C:2]1[C:9]([OH:10])=[C:8]([F:11])[C:7]([Br:12])=[C:6]([CH3:13])[C:3]=1[C:4]#[N:5].[CH2:14]([O:16][C:17](OCC)([O:23]CC)[C:18](OCC)=O)[CH3:15]>CCCCCC>[Br:12][C:7]1[C:6]([CH3:13])=[C:3]([C:4]#[N:5])[C:2]2[N:1]=[C:18]([C:17]([O:16][CH2:14][CH3:15])=[O:23])[O:10][C:9]=2[C:8]=1[F:11]. Reported procedure: Under nitrogen atmosphere, a mixture of 2-amino-5-bromo-4-fluoro-3-hydroxy-6-methylbenzonitrile (I-75) (6.67 g, 27.2 mmol) and ethyl triethoxyacetate (24.0 g, 54.4 mmol) was stirred at 130° C. for 15 hours. After cooling, n-hexane was added to the reaction liquid, and the precipitated solid was collected by filtration. The obtained solid was suspended and washed in diethyl ether to obtain the entitled compound (7.10 g, 80%) as a pale dark brown solid. Starting materials: COCCOCC(O)COC1CN(C(=O)OC(C)(C)C)CC(OCc2cc(OC)c3ccccc3c2)C1c1ccc(OCCCOc2ccccc2C#N)cc1, CO, Cl. Yields the product COCCOCC(O)COC1CNCC(OCc2cc(OC)c3ccccc3c2)C1c1ccc(OCCCOc2ccccc2C#N)cc1. As a reaction SMILES: [C:1]([O:2][C:3](=[O:4])[N:8]1[CH2:9][CH:10]([O:47][CH2:48][CH:49]([CH2:50][O:51][CH2:52][CH2:53][O:54][CH3:55])[OH:56])[CH:11]([c:28]2[cH:29][cH:30][c:31]([O:34][CH2:35][CH2:36][CH2:37][O:38][c:39]3[c:40]([C:45]#[N:46])[cH:41][cH:42][cH:43][cH:44]3)[cH:32][cH:33]2)[CH:12]([O:14][CH2:15][c:16]2[cH:17][c:18]3[cH:19][cH:20][cH:21][cH:22][c:23]3[c:24]([O:26][CH3:27])[cH:25]2)[CH2:13]1)([CH3:5])([CH3:6])[CH3:7].[CH3:58][OH:59].[ClH:57]>>[NH:8]1[CH2:9][CH:10]([O:47][CH2:48][CH:49]([CH2:50][O:51][CH2:52][CH2:53][O:54][CH3:55])[OH:56])[CH:11]([c:28]2[cH:29][cH:30][c:31]([O:34][CH2:35][CH2:36][CH2:37][O:38][c:39]3[c:40]([C:45]#[N:46])[cH:41][cH:42][cH:43][cH:44]3)[cH:32][cH:33]2)[CH:12]([O:14][CH2:15][c:16]2[cH:17][c:18]3[cH:19][cH:20][cH:21][cH:22][c:23]3[c:24]([O:26][CH3:27])[cH:25]2)[CH2:13]1. The reactants are CN(C)C=O, CC(C)S(=O)(=O)c1ccccc1N, Clc1nc(Cl)c2ccccc2n1, [H-], [Na+], O. Yields the product CC(C)S(=O)(=O)c1ccccc1Nc1nc(Cl)nc2ccccc12. RXN SMILES: [CH3:14][N:15]([CH3:16])[CH:17]=[O:18].[CH:1]([CH3:2])([CH3:3])[S:4](=[O:5])(=[O:6])[c:7]1[c:8]([NH2:9])[cH:10][cH:11][cH:12][cH:13]1.[Cl:21][c:22]1[n:23][c:24]2[cH:25][cH:26][cH:27][cH:28][c:29]2[c:30]([Cl:32])[n:31]1.[H-:19].[Na+:20].[OH2:33]>>[CH:1]([CH3:2])([CH3:3])[S:4](=[O:5])(=[O:6])[c:7]1[c:8]([NH:9][c:30]2[c:29]3[c:24]([n:23][c:22]([Cl:21])[n:31]2)[cH:25][cH:26][cH:27][cH:28]3)[cH:10][cH:11][cH:12][cH:13]1.